Dataset: the Open Reaction Database (ORD), a public repository of structured organic reaction records. Task: describe an organic reaction: reactants, conditions, products, and yield Starting materials: Brc1ccc2cc[nH]c2c1, C[Si](C)(C)C#Cc1cncc(C(=O)N=S(C)(=O)c2ccccc2)c1. Product: CS(=O)(=NC(=O)c1cncc(C#Cc2ccc3cc[nH]c3c2)c1)c1ccccc1. Reaction SMILES: [Br:25][c:26]1[cH:27][cH:28][c:29]2[cH:30][cH:31][nH:32][c:33]2[cH:34]1.[CH3:1][S:2](=[N:3][C:4]([c:5]1[cH:6][n:7][cH:8][c:9]([C:11]#[C:12][Si:13]([CH3:14])([CH3:15])[CH3:16])[cH:10]1)=[O:17])([c:18]1[cH:19][cH:20][cH:21][cH:22][cH:23]1)=[O:24]>>[CH3:1][S:2](=[N:3][C:4]([c:5]1[cH:6][n:7][cH:8][c:9]([C:11]#[C:12][c:26]2[cH:27][cH:28][c:29]3[cH:30][cH:31][nH:32][c:33]3[cH:34]2)[cH:10]1)=[O:17])([c:18]1[cH:19][cH:20][cH:21][cH:22][cH:23]1)=[O:24]. Reactants: O1CCN(CC1)C=1C=C(C(=O)Cl)C=CC1 (3-Morpholinobenzoyl chloride), NC=1C=CC(=C(C1)NC(C1=CC(=C(C=C1)OC)OC)=O)Cl (N-(5-amino-2-chlorophenyl)-3,4-dimethoxybenzamide), O (water). The solvent is N1=CC=CC=C1 (pyridine). Reaction conditions: temperature 115 celsius. Product: ClC1=C(C=C(C=C1)NC(C1=CC(=CC=C1)N1CCOCC1)=O)NC(C1=CC(=C(C=C1)OC)OC)=O (N-[2-chloro-5-(3-morpholinobenzamido)phenyl]-3,4-dimethoxybenzamide). Isolated yield 36.4%. Reaction SMILES: [O:1]1[CH2:6][CH2:5][N:4]([C:7]2[CH:8]=[C:9]([CH:13]=[CH:14][CH:15]=2)[C:10](Cl)=[O:11])[CH2:3][CH2:2]1.[NH2:16][C:17]1[CH:18]=[CH:19][C:20]([Cl:36])=[C:21]([NH:23][C:24](=[O:35])[C:25]2[CH:30]=[CH:29][C:28]([O:31][CH3:32])=[C:27]([O:33][CH3:34])[CH:26]=2)[CH:22]=1.O>N1C=CC=CC=1>[Cl:36][C:20]1[CH:19]=[CH:18][C:17]([NH:16][C:10](=[O:11])[C:9]2[CH:13]=[CH:14][CH:15]=[C:7]([N:4]3[CH2:5][CH2:6][O:1][CH2:2][CH2:3]3)[CH:8]=2)=[CH:22][C:21]=1[NH:23][C:24](=[O:35])[C:25]1[CH:30]=[CH:29][C:28]([O:31][CH3:32])=[C:27]([O:33][CH3:34])[CH:26]=1. Procedure: 3-Morpholinobenzoyl chloride (0.15 g) was added to a stirred solution of N-(5-amino-2-chlorophenyl)-3,4-dimethoxybenzamide (0.17 g) in pyridine (3 ml). The reaction mixture was stirred and heated to 115° C. for 18 hours. The mixture was allowed to cool and poured into water. The mixture was extracted with methylene chloride. The organic extract was dried (MgSO4) and evaporated. The resultant solid was azeotroped with toluene and triturated under diethyl ether to give the title compound (0.1 g), ... The reactants are FC(C(=O)NC1=CC(=CC=C1)N(C1=NC=C(C=C1)[N+](=O)[O-])C)(F)F (2,2,2-Trifluoro-N-{3-[methyl(5-nitropyridin-2-yl)amino]phenyl}acetamide). The reagents and catalysts are [C].[Pd] (palladium-carbon). Solvent: C(C)O (ethanol), O1CCCC1 (tetrahydrofuran). Run at time 3 hour. Yields the product NC=1C=CC(=NC1)N(C=1C=C(C=CC1)NC(C(F)(F)F)=O)C (N-{3-[(5-aminopyridin-2-yl)(methyl)amino]phenyl}-2,2,2-trifluoroacetamide). The yield is 78.9%. RXN SMILES: [F:1][C:2]([F:24])([F:23])[C:3]([NH:5][C:6]1[CH:11]=[CH:10][CH:9]=[C:8]([N:12]([CH3:22])[C:13]2[CH:18]=[CH:17][C:16]([N+:19]([O-])=O)=[CH:15][N:14]=2)[CH:7]=1)=[O:4]>C(O)C.O1CCCC1.[C].[Pd]>[NH2:19][C:16]1[CH:17]=[CH:18][C:13]([N:12]([CH3:22])[C:8]2[CH:7]=[C:6]([NH:5][C:3](=[O:4])[C:2]([F:24])([F:1])[F:23])[CH:11]=[CH:10][CH:9]=2)=[N:14][CH:15]=1 |f:3.4|. Reported procedure: 2,2,2-Trifluoro-N-{3-[methyl(5-nitropyridin-2-yl)amino]phenyl}acetamide (5.00 g, 14.7 mmol) was dissolved in ethanol (66 mL)/tetrahydrofuran (33 mL), 10% palladium-carbon (500 mg) was added, and the mixture was stirred at room temperature for 3 hr under a hydrogen atmosphere. The insoluble material was filtered off through celite, and the filtrate was concentrated under reduced pressure. The precipitate was collected by filtration to give the title compound (3.60 g, 79%) as a pale-violet powder. Starting materials: P(Br)(Br)Br (PBr3), ClC1=C(C(=CC=C1)C)S(=O)(=O)N1C(CCCC1)CCCO (3-(1-(2-chloro-6-methylphenylsulfonyl)piperidin-2-yl)propan-1-ol). The solvent is CN(C)C=O (DMF), O (water). Reaction conditions: time 30 minute. Product: BrCCCC1N(CCCC1)S(=O)(=O)C1=C(C=CC=C1C)Cl (2-(3-Bromopropyl)-1-(2-chloro-6-methylphenylsulfonyl)-piperidine). The yield is 25.0%. As a reaction SMILES: P(Br)(Br)[Br:2].[Cl:5][C:6]1[CH:11]=[CH:10][CH:9]=[C:8]([CH3:12])[C:7]=1[S:13]([N:16]1[CH2:21][CH2:20][CH2:19][CH2:18][CH:17]1[CH2:22][CH2:23][CH2:24]O)(=[O:15])=[O:14]>CN(C=O)C.O>[Br:2][CH2:24][CH2:23][CH2:22][CH:17]1[CH2:18][CH2:19][CH2:20][CH2:21][N:16]1[S:13]([C:7]1[C:8]([CH3:12])=[CH:9][CH:10]=[CH:11][C:6]=1[Cl:5])(=[O:15])=[O:14]. Procedure: PBr3 (3.8 mmol, 1.5 eq) was added dropwise to a solution of 3-(1-(2-chloro-6-methylphenylsulfonyl)piperidin-2-yl)propan-1-ol (2.53 mmol, 1 eq) in DMF (6 ml) at 0° C. and the mixture was stirred for 30 min. The reaction mixture was diluted with water (20 ml) and extracted with ethyl acetate (2×20 ml). The combined organic phases were washed with water (30 ml) and saturated sodium chloride solution (20 ml), dried over sodium sulfate and concentrated. The crude product was purified by column chroma... Starting materials: CCOCCl, CN(C)C=O, CCN(C(C)C)C(C)C, O=S1(=O)Cc2nccnc2C(O)=C1c1cc(Cl)ccc1C(F)(F)F. Yields the product CCOCOC1=C(c2cc(Cl)ccc2C(F)(F)F)S(=O)(=O)Cc2nccnc21. Reaction SMILES: [CH2:34]([CH3:35])[O:36][CH2:37][Cl:38].[CH3:39][N:40]([CH3:41])[CH:42]=[O:43].[CH:25]([N:26]([CH2:27][CH3:28])[CH:29]([CH3:30])[CH3:31])([CH3:32])[CH3:33].[Cl:1][c:2]1[cH:3][cH:4][c:5]([C:21]([F:22])([F:23])[F:24])[c:6]([C:8]2=[C:17]([OH:18])[c:16]3[c:11]([n:12][cH:13][cH:14][n:15]3)[CH2:10][S:9]2(=[O:19])=[O:20])[cH:7]1>>[Cl:1][c:2]1[cH:3][cH:4][c:5]([C:21]([F:22])([F:23])[F:24])[c:6]([C:8]2=[C:17]([O:18][CH2:37][O:36][CH2:34][CH3:35])[c:16]3[c:11]([n:12][cH:13][cH:14][n:15]3)[CH2:10][S:9]2(=[O:19])=[O:20])[cH:7]1. Starting materials: C(C)(C)[N-]C(C)C.[Li+] (lithium diisopropyl amide), O (water), N1=C(C=CC=C1)C (picoline), ClC1=CC=C(OC2=CC=C(C=C2)CCBr)C=C1 (1-(4-chlorophenoxy)-4-(2-bromoethyl)benzene). Run in O1CCCC1 (tetrahydrofuran), O1CCCC1 (tetrahydrofuran). Conditions: temperature -78 celsius, time 30 minute. Yields the product ClC1=CC=C(OC2=CC=C(C=C2)CCCC2=CC=NC=C2)C=C1 (4-(3-(4-(4-chlorophenoxy)phenyl)propyl)pyridine). RXN SMILES: [N:1]1[CH:6]=[CH:5][CH:4]=[CH:3][C:2]=1C.[CH:8]([N-]C(C)C)(C)C.[Li+].[Cl:16][C:17]1[CH:32]=[CH:31][C:20]([O:21][C:22]2[CH:27]=[CH:26][C:25]([CH2:28][CH2:29]Br)=[CH:24][CH:23]=2)=[CH:19][CH:18]=1.O>O1CCCC1>[Cl:16][C:17]1[CH:32]=[CH:31][C:20]([O:21][C:22]2[CH:27]=[CH:26][C:25]([CH2:28][CH2:29][CH2:8][C:4]3[CH:3]=[CH:2][N:1]=[CH:6][CH:5]=3)=[CH:24][CH:23]=2)=[CH:19][CH:18]=1 |f:1.2|. Reported procedure: To 0.308 g. of picoline in 20 mL of tetrahydrofuran, which was cooled to -78° C., was added 1.6 mL of lithium diisopropyl amide, and the mixture was stirred at -78° C. for 30 minutes. The mixture was then allowed to warm to -10° C. for 2 hours, then cooled again to -78° C. There was then added a solution of 1.0 g. of 1-(4-chlorophenoxy)-4-(2-bromoethyl)benzene in 20 mL of tetrahydrofuran. This mixture was stirred for 30 minutes at -78° C., then allowed to warm to room temperature and stirred ove... The reactants are C1CCNCC1, CN(C)C=O, O=C(NOC1CCCCO1)C1CN(C(=O)OCC2c3ccccc3-c3ccccc32)CCN1S(=O)(=O)c1ccc(-c2ccccc2)s1. Product: O=C(NOC1CCCCO1)C1CNCCN1S(=O)(=O)c1ccc(-c2ccccc2)s1. Reaction SMILES: [CH2:48]1[CH2:49][CH2:50][NH:51][CH2:52][CH2:53]1.[O:54]=[CH:55][N:56]([CH3:57])[CH3:58].[cH:1]1[c:2]2[c:14]([cH:15][cH:16][cH:17]1)-[c:9]1[c:8]([cH:13][cH:12][cH:11][cH:10]1)[CH:3]2[CH2:4][O:5][C:6](=[O:7])[N:18]1[CH2:19][CH:20]([C:38](=[O:39])[NH:40][O:41][CH:42]2[O:43][CH2:44][CH2:45][CH2:46][CH2:47]2)[N:21]([S:24](=[O:25])(=[O:26])[c:27]2[s:28][c:29](-[c:32]3[cH:33][cH:34][cH:35][cH:36][cH:37]3)[cH:30][cH:31]2)[CH2:22][CH2:23]1>>[NH:18]1[CH2:19][CH:20]([C:38](=[O:39])[NH:40][O:41][CH:42]2[O:43][CH2:44][CH2:45][CH2:46][CH2:47]2)[N:21]([S:24](=[O:25])(=[O:26])[c:27]2[s:28][c:29](-[c:32]3[cH:33][cH:34][cH:35][cH:36][cH:37]3)[cH:30][cH:31]2)[CH2:22][CH2:23]1. Reactants: N1=C(C=CC=C1)NC(C(C)(C)C)=O (N-(pyridin-2-yl)pivalamide), [Li]CCCC (n-BuLi), CON(C(C)=O)C (N-methoxy-N-methylacetamide). Solvent: C1CCOC1 (THF), C1CCOC1 (THF). Conditions: temperature 0 celsius, time 3 hour. The product is C(C)(=O)C=1C(=NC=CC1)NC(C(C)(C)C)=O (N-(3-acetylpyridin-2-yl)pivalamide). Isolated yield 65.5%. RXN SMILES: [N:1]1[CH:6]=[CH:5][CH:4]=[CH:3][C:2]=1[NH:7][C:8](=[O:13])[C:9]([CH3:12])([CH3:11])[CH3:10].[Li]CCCC.CON(C)[C:22](=[O:24])[CH3:23]>C1COCC1>[C:22]([C:3]1[C:2]([NH:7][C:8](=[O:13])[C:9]([CH3:10])([CH3:12])[CH3:11])=[N:1][CH:6]=[CH:5][CH:4]=1)(=[O:24])[CH3:23]. Reported procedure: To a solution of N-(pyridin-2-yl)pivalamide (2.0 g, 11.22 mmoles) in THF at −78° C. was added 9.4 mL (2.1 eq) of n-BuLi. The resulting mixture was stirred at 0° C. for 3 hours. The reaction mixture was then cooled to −78° C. after which N-methoxy-N-methylacetamide (1.2 g, 1.1 eq) was added as a solution in THF. The resulting mixture was stirred at room temperature for 2 hours. It was then quenched into ice-H2O. The resulting mixture was extracted with CH2Cl2 (3×20 mL) and the combined organic ex... Starting materials: C=CCc1ccccc1O, CN(C)CCCN, Cc1ccc(S(=O)(=O)[O-])cc1, OCC1Cc2ccccc2O1. The product is CN(C)CCCNCC1Cc2ccccc2O1. RXN SMILES: [CH2:1]([CH:2]=[CH2:3])[c:4]1[c:5]([OH:10])[cH:6][cH:7][cH:8][cH:9]1.[CH3:33][N:34]([CH2:35][CH2:36][CH2:37][NH2:38])[CH3:39].[O-:22][S:23]([c:24]1[cH:25][cH:26][c:27]([CH3:28])[cH:29][cH:30]1)(=[O:31])=[O:32].[O:11]1[c:12]2[cH:13][cH:14][cH:15][cH:16][c:17]2[CH2:18][CH:19]1[CH2:20][OH:21]>>[CH2:1]1[CH:2]([CH2:3][NH:38][CH2:37][CH2:36][CH2:35][N:34]([CH3:33])[CH3:39])[O:10][c:5]2[c:4]1[cH:9][cH:8][cH:7][cH:6]2. Reactants: C(#N)C1=NC2=CC=C(C=C2C=C1)O (2-cyano-6-hydroxyquinoline), C([O-])([O-])=O.[K+].[K+] (potassium carbonate), resultant solution, ClCOCC1=CC=CC=C1 (Benzyl chloromethyl ether). The solvent is CC(=O)C (acetone). Run at time 3 minute. The product is C(#N)C1=NC2=CC=C(C=C2C=C1)COCC1=CC=CC=C1 (2-cyano-6-benzyloxymethyl quinoline). RXN SMILES: [C:1]([C:3]1[CH:12]=[CH:11][C:10]2[C:5](=[CH:6][CH:7]=[C:8](O)[CH:9]=2)[N:4]=1)#[N:2].C(=O)([O-])[O-].[K+].[K+].Cl[CH2:21][O:22][CH2:23][C:24]1[CH:29]=[CH:28][CH:27]=[CH:26][CH:25]=1>CC(C)=O>[C:1]([C:3]1[CH:12]=[CH:11][C:10]2[C:5](=[CH:6][CH:7]=[C:8]([CH2:21][O:22][CH2:23][C:24]3[CH:29]=[CH:28][CH:27]=[CH:26][CH:25]=3)[CH:9]=2)[N:4]=1)#[N:2] |f:1.2.3|. Reported procedure: To a solution of 2-cyano-6-hydroxyquinoline (100 mg) in 10 mL of acetone was added potassium carbonate (122 mg). After stirring at RT for three minutes, the solution was put on ice. Benzyl chloromethyl ether (122 μL) was added through a needle and the resultant solution was stirred on ice for 2 hours. The solvent was then removed under vacuum and the residue was purified by flash chromatography with dichloromethane. 157 mg was obtained.